This data is from the Open Reaction Database (ORD), a public repository of structured organic reaction records. The task is: describe an organic reaction: reactants, conditions, products, and yield The reactants are CO, O=C(O)Cc1ccc(C(F)(F)F)c(F)c1, O=S(=O)(O)O. RXN SMILES: [CH3:21][OH:22].[F:1][c:2]1[cH:3][c:4]([CH2:12][C:13](=[O:14])[OH:15])[cH:5][cH:6][c:7]1[C:8]([F:9])([F:10])[F:11].[S:16](=[O:17])(=[O:18])([OH:19])[OH:20]>>[F:1][c:2]1[cH:3][c:4]([CH2:12][C:13]([O:14][CH3:21])=[O:15])[cH:5][cH:6][c:7]1[C:8]([F:9])([F:10])[F:11]. Product: COC(=O)Cc1ccc(C(F)(F)F)c(F)c1. Reactants: C(CCC)OC1=NC(=C2N=C(N(C2=N1)CCC1CCNCC1)OC)N (2-(butyloxy)-8-(methyloxy)-9-[2-(4-piperidinyl)ethyl]-9H-purin-6-amine), C(CCC)OC1=NC(=C2N=C(N(C2=N1)CCC1CCNCC1)OC)N (2-(butyloxy)-8-(methyloxy)-9-[2-(4-piperidinyl)ethyl]-9H-purin-6-amine), BrCCO (2-bromoethanol). Yields the product NC1=C2NC(N(C2=NC(=N1)OCCCC)CCC1CCN(CC1)CCO)=O (6-Amino-2-(butyloxy)-9-{2-[1-(2-hydroxyethyl)-4-piperidinyl]ethyl}-7,9-dihydro-8H-purin-8-one). Reaction SMILES: [CH2:1]([O:5][C:6]1[N:14]=[C:13]2[C:9]([N:10]=[C:11]([O:23]C)[N:12]2[CH2:15][CH2:16][CH:17]2[CH2:22][CH2:21][NH:20][CH2:19][CH2:18]2)=[C:8]([NH2:25])[N:7]=1)[CH2:2][CH2:3][CH3:4].Br[CH2:27][CH2:28][OH:29]>>[NH2:25][C:8]1[N:7]=[C:6]([O:5][CH2:1][CH2:2][CH2:3][CH3:4])[N:14]=[C:13]2[C:9]=1[NH:10][C:11](=[O:23])[N:12]2[CH2:15][CH2:16][CH:17]1[CH2:22][CH2:21][N:20]([CH2:27][CH2:28][OH:29])[CH2:19][CH2:18]1. Procedure details: Prepared similarly to Example 1 from 2-(butyloxy)-8-(methyloxy)-9-[2-(4-piperidinyl)ethyl]-9H-purin-6-amine (for example, as prepared for Intermediate 30) and 2-bromoethanol (commercially available, for example, from Aldrich). The reactants are CS(=O)(=O)C1=CC=C(C=C1)C=1N=CC(=NC1)OC(C)C1CCN(CC1)C(=O)OC(C)C ((±)-1-methylethyl 4-[1-({5-[4-(methylsulfonyl)phenyl]-2-pyrazinyl}oxy)ethyl]-1-piperidinecarboxylate), C(=O)=O (CO2). Run in CO (MeOH). Yields the product CS(=O)(=O)C1=CC=C(C=C1)C=1N=CC(=NC1)O[C@H](C)C1CCN(CC1)C(=O)OC(C)C (1-Methylethyl 4-[(1R)-1-({5-[4-(methylsulfonyl)phenyl]-2-pyrazinyl}oxy)ethyl]-1-piperidinecarboxylate). Reaction SMILES: [CH3:1][S:2]([C:5]1[CH:10]=[CH:9][C:8]([C:11]2[N:12]=[CH:13][C:14]([O:17][CH:18]([CH:20]3[CH2:25][CH2:24][N:23]([C:26]([O:28][CH:29]([CH3:31])[CH3:30])=[O:27])[CH2:22][CH2:21]3)[CH3:19])=[N:15][CH:16]=2)=[CH:7][CH:6]=1)(=[O:4])=[O:3].C(=O)=O>CO>[CH3:1][S:2]([C:5]1[CH:10]=[CH:9][C:8]([C:11]2[N:12]=[CH:13][C:14]([O:17][C@@H:18]([CH:20]3[CH2:25][CH2:24][N:23]([C:26]([O:28][CH:29]([CH3:31])[CH3:30])=[O:27])[CH2:22][CH2:21]3)[CH3:19])=[N:15][CH:16]=2)=[CH:7][CH:6]=1)(=[O:4])=[O:3]. Reported procedure: The racemic 1-methylethyl 4-[1-({5-[4-(methylsulfonyl)phenyl]-2-pyrazinyl}oxy)ethyl]-1-piperidinecarboxylate (prepared as in Example 162) was subjected to Chiral HPLC [column: AS-H, column mobile phase: 85% CO2: 15% MeOH (2 mL/min), pressure 140 bar, temperature 40° C., 215 nm] analysis and then separated to give two (R and S) enantiomers, which were further purified by chromatography on an ISCO silica gel column using 0 to 50% EtOAc/hexanes. The title compound was isolated as a white foam with ... Reagents/catalysts: [Pd] (Pd/C). Run in O1CCCC1 (tetrahydrofuran). Starting materials: O=C1CCC2(CCC(N12)=O)CCCC(=O)OCC1=CC=CC=C1 (tetrahydro-3,5-dioxo-1H-pyrrolizine-7a(5H)-butanoic acid, benzyl ester), [H][H] (hydrogen). Reported procedure: A solution of 1.0 g (0.0032 mole) tetrahydro-3,5-dioxo-1H-pyrrolizine-7a(5H)-butanoic acid, benzyl ester, prepared in Example I in tetrahydrofuran (30 ml) is treated with hydrogen in the presence of 0.1 g of a 20% Pd/C catalyst. The resulting solution is filtered to remove the catalyst and the product crystallizes upon concentration. Recrystallization from acetonitrile yields tetrahydro-3,5-dioxo-1H-pyrrolizine-7a(5H)-butanoic acid with a melting point of 178°-180° C. Reaction SMILES: [O:1]=[C:2]1[N:9]2[C:5]([CH2:11][CH2:12][CH2:13][C:14]([O:16]CC3C=CC=CC=3)=[O:15])([CH2:6][CH2:7][C:8]2=[O:10])[CH2:4][CH2:3]1.[H][H]>O1CCCC1.[Pd]>[O:10]=[C:8]1[N:9]2[C:5]([CH2:11][CH2:12][CH2:13][C:14]([OH:16])=[O:15])([CH2:4][CH2:3][C:2]2=[O:1])[CH2:6][CH2:7]1. Product: O=C1CCC2(CCC(N12)=O)CCCC(=O)O (tetrahydro-3,5-dioxo-1H-pyrrolizine-7a(5H)-butanoic acid). The reactants are COc1ccc(C2=NN(C3CCN(C(=O)CCl)CC3)C(=O)C2(C)C)c2c1OC(C)(C)C2, O=C1CCC(=O)N1. Product: COc1ccc(C2=NN(C3CCN(C(=O)CN4C(=O)CCC4=O)CC3)C(=O)C2(C)C)c2c1OC(C)(C)C2. As a reaction SMILES: [Cl:1][CH2:2][C:3](=[O:4])[N:5]1[CH2:6][CH2:7][CH:8]([N:11]2[N:12]=[C:13]([c:19]3[cH:20][cH:21][c:22]([O:30][CH3:31])[c:23]4[c:24]3[CH2:25][C:26]([CH3:28])([CH3:29])[O:27]4)[C:14]([CH3:17])([CH3:18])[C:15]2=[O:16])[CH2:9][CH2:10]1.[O:32]=[C:33]1[CH2:34][CH2:35][C:36](=[O:37])[NH:38]1>>[CH2:2]([C:3](=[O:4])[N:5]1[CH2:6][CH2:7][CH:8]([N:11]2[N:12]=[C:13]([c:19]3[cH:20][cH:21][c:22]([O:30][CH3:31])[c:23]4[c:24]3[CH2:25][C:26]([CH3:28])([CH3:29])[O:27]4)[C:14]([CH3:17])([CH3:18])[C:15]2=[O:16])[CH2:9][CH2:10]1)[N:38]1[C:33](=[O:32])[CH2:34][CH2:35][C:36]1=[O:37]. The reactants are O=C1CCC(=O)N1Br, Cc1oc(=O)oc1CBr, ClC(Cl)(Cl)Cl. The product is O=c1oc(CBr)c(CBr)o1. RXN SMILES: [Br:10][N:11]1[C:12](=[O:13])[CH2:14][CH2:15][C:16]1=[O:17].[Br:1][CH2:2][c:3]1[o:4][c:5](=[O:9])[o:6][c:7]1[CH3:8].[C:18]([Cl:19])([Cl:20])([Cl:21])[Cl:22]>>[Br:1][CH2:2][c:3]1[o:4][c:5](=[O:9])[o:6][c:7]1[CH2:8][Br:10]. The reactants are C#CCO, O=C(Cl)Cl, CC1CC(=O)NN=C1c1ccc(N)cc1, C1CCOC1. The product is C#CCOC(=O)Nc1ccc(C2=NNC(=O)CC2C)cc1. RXN SMILES: [CH2:1]([C:2]#[CH:3])[OH:4].[Cl:5][C:6]([Cl:7])=[O:8].[NH2:9][c:10]1[cH:11][cH:12][c:13]([C:16]2=[N:21][NH:20][C:19](=[O:22])[CH2:18][CH:17]2[CH3:23])[cH:14][cH:15]1.[O:24]1[CH2:25][CH2:26][CH2:27][CH2:28]1>>[CH2:1]([C:2]#[CH:3])[O:4][C:6](=[O:8])[NH:9][c:10]1[cH:11][cH:12][c:13]([C:16]2=[N:21][NH:20][C:19](=[O:22])[CH2:18][CH:17]2[CH3:23])[cH:14][cH:15]1. Starting materials: N([C@H](C)C(=O)N[C@@H](CC1=CC=CC=C1)C(=O)N[C@@H](CCCNC(N[N+](=O)[O-])=N)C(=O)O)C(=O)OCC1=CC=CC=C1 (Z-D-Ala-Phe-Arg(NO2)), CO (MeOH), Cl (HCl). Reagents/catalysts: [Pd] (palladium black). The solvent is O (H2O). Reaction conditions: time 4 hour. Yields the product N[C@H](C)C(=O)N[C@@H](CC1=CC=CC=C1)C(=O)N[C@@H](CCCNC(N)=N)C(=O)O (H-D-Ala-Phe-Arg). Isolated yield 78.2%. RXN SMILES: [NH:1](C(OCC1C=CC=CC=1)=O)[C@@H:2]([C:4]([NH:6][C@H:7]([C:15]([NH:17][C@H:18]([C:29]([OH:31])=[O:30])[CH2:19][CH2:20][CH2:21][NH:22][C:23](=[NH:28])[NH:24][N+]([O-])=O)=[O:16])[CH2:8][C:9]1[CH:14]=[CH:13][CH:12]=[CH:11][CH:10]=1)=[O:5])[CH3:3].CO.Cl>[Pd].O>[NH2:1][C@@H:2]([C:4]([NH:6][C@H:7]([C:15]([NH:17][C@H:18]([C:29]([OH:31])=[O:30])[CH2:19][CH2:20][CH2:21][NH:22][C:23](=[NH:24])[NH2:28])=[O:16])[CH2:8][C:9]1[CH:14]=[CH:13][CH:12]=[CH:11][CH:10]=1)=[O:5])[CH3:3]. Reported procedure: 2.3 Grams (3.25 m moles) of Z-D-Ala-Phe-Arg(NO2)-CHA was suspended in a mixed solvent of 113 ml of MeOH, 35 ml of H2O and 2.1 ml of 1N-HCl. To this suspension was added 1 g of palladium black and reduced by hydrogenation at 30° C. for 4 hours. After the hydrogenation was completed the catalyst was removed by filtration, further the solvent was removed by evaporation under reduced pressure. The residue thus obtained was purified by using a gel filtration column of TOYOPEARL HW 40F with MeOH as th... The reactants are CN(C(=O)OC(C)(C)C)C(C)(C)CC=CC(=O)O, CCN(C(C)C)C(C)C, CCN=C=NCCCN(C)C, CNC(Cc1ccc2ccccc2c1)C(=O)N(C)CCc1ccccc1, CN(C)C=O, CCOC(C)=O, ClCCl, Cl, On1nnc2cccnc21. Product: CN(CCc1ccccc1)C(=O)C(Cc1ccc2ccccc2c1)N(C)C(=O)C=CCC(C)(C)N(C)C(=O)OC(C)(C)C. Reaction SMILES: [C:1]([CH3:2])([CH3:3])([CH3:4])[O:5][C:6](=[O:7])[N:8]([CH3:9])[C:10]([CH2:11][CH:12]=[CH:13][C:14](=[O:15])[OH:16])([CH3:17])[CH3:18].[CH2:67]([N:68]([CH:69]([CH3:70])[CH3:71])[CH:72]([CH3:73])[CH3:74])[CH3:75].[CH3:30][N:31]([CH3:32])[CH2:33][CH2:34][CH2:35][N:36]=[C:37]=[N:38][CH2:39][CH3:40].[CH3:41][N:42]([C:43]([CH:44]([CH2:45][c:46]1[cH:47][c:48]2[cH:49][cH:50][cH:51][cH:52][c:53]2[cH:54][cH:55]1)[NH:56][CH3:57])=[O:58])[CH2:59][CH2:60][c:61]1[cH:62][cH:63][cH:64][cH:65][cH:66]1.[CH3:76][N:77]([CH3:78])[CH:79]=[O:80].[CH3:84][CH2:85][O:86][C:87](=[O:88])[CH3:89].[Cl:81][CH2:82][Cl:83].[ClH:29].[OH:19][n:20]1[c:21]2[n:22][cH:23][cH:24][cH:25][c:26]2[n:27][n:28]1>>[C:1]([CH3:2])([CH3:3])([CH3:4])[O:5][C:6](=[O:7])[N:8]([CH3:9])[C:10]([CH2:11][CH:12]=[CH:13][C:14](=[O:16])[N:56]([CH:44]([C:43]([N:42]([CH3:41])[CH2:59][CH2:60][c:61]1[cH:62][cH:63][cH:64][cH:65][cH:66]1)=[O:58])[CH2:45][c:46]1[cH:47][c:48]2[cH:49][cH:50][cH:51][cH:52][c:53]2[cH:54][cH:55]1)[CH3:57])([CH3:17])[CH3:18].